Task: describe an organic reaction: reactants, conditions, products, and yield. Dataset: the Open Reaction Database (ORD), a public repository of structured organic reaction records Reactants: O=C(NC(Cc1ccccc1)C(=O)N1CCC(O)CC1)c1cc2cc(Cl)ccc2[nH]1, CCN=C=NCCCN(C)C, Cc1ccccc1, CS(C)=O, CCOC(C)=O, Cl, O=C(O)C(Cl)Cl. Product: O=C1CCN(C(=O)C(Cc2ccccc2)NC(=O)c2cc3cc(Cl)ccc3[nH]2)CC1. RXN SMILES: [CH2:1]([c:2]1[cH:3][cH:4][cH:5][cH:6][cH:7]1)[CH:8]([C:9](=[O:10])[N:11]1[CH2:12][CH2:13][CH:14]([OH:17])[CH2:15][CH2:16]1)[NH:18][C:19](=[O:20])[c:21]1[nH:22][c:23]2[cH:24][cH:25][c:26]([Cl:30])[cH:27][c:28]2[cH:29]1.[CH3:32][N:33]([CH3:34])[CH2:35][CH2:36][CH2:37][N:38]=[C:39]=[N:40][CH2:41][CH3:42].[CH3:49][c:50]1[cH:51][cH:52][cH:53][cH:54][cH:55]1.[CH3:56][S:57]([CH3:58])=[O:59].[CH3:60][CH2:61][O:62][C:63](=[O:64])[CH3:65].[ClH:31].[OH:43][C:44]([CH:45]([Cl:46])[Cl:47])=[O:48]>>[CH2:1]([c:2]1[cH:3][cH:4][cH:5][cH:6][cH:7]1)[CH:8]([C:9](=[O:10])[N:11]1[CH2:12][CH2:13][C:14](=[O:17])[CH2:15][CH2:16]1)[NH:18][C:19](=[O:20])[c:21]1[nH:22][c:23]2[cH:24][cH:25][c:26]([Cl:30])[cH:27][c:28]2[cH:29]1. The reactants are C(C)(C)(C)OC([C@H](CNC(C1=CC=C(C=C1)O)=O)NC(=O)OCC1=CC=CC=C1)=O (4-Hydroxybenzoyl-(2S)-2-benzyloxycarbonylamino-β-alanine tert-butyl ester), [H-].[Na+] (sodium hydride), [H-].[Na+] (sodium hydride), COC(CBr)OC (bromoacetaldehyde dimethyl acetal), [H-].[Na+] (sodium hydride), [H-].[Na+] (sodium hydride), [H][H] (hydrogen). The solvent is CN(C)C=O (DMF). Run at temperature 70 celsius, time 8 hour. The product is C(C)(C)(C)OC([C@H](CNC(C1=CC=C(C=C1)OCC(OC)OC)=O)NC(=O)OCC1=CC=CC=C1)=O (4(2,2-Dimethoxyethyloxy)-benzoyl-(2S)-2-benzyloxycarbonylamino-β-alanine tert-butyl ester). As a reaction SMILES: [C:1]([O:5][C:6](=[O:30])[C@@H:7]([NH:19][C:20]([O:22][CH2:23][C:24]1[CH:29]=[CH:28][CH:27]=[CH:26][CH:25]=1)=[O:21])[CH2:8][NH:9][C:10](=[O:18])[C:11]1[CH:16]=[CH:15][C:14]([OH:17])=[CH:13][CH:12]=1)([CH3:4])([CH3:3])[CH3:2].[H-].[Na+].[H][H].[CH3:35][O:36][CH:37]([O:40][CH3:41])[CH2:38]Br>CN(C=O)C>[C:1]([O:5][C:6](=[O:30])[C@@H:7]([NH:19][C:20]([O:22][CH2:23][C:24]1[CH:29]=[CH:28][CH:27]=[CH:26][CH:25]=1)=[O:21])[CH2:8][NH:9][C:10](=[O:18])[C:11]1[CH:16]=[CH:15][C:14]([O:17][CH2:38][CH:37]([O:40][CH3:41])[O:36][CH3:35])=[CH:13][CH:12]=1)([CH3:4])([CH3:2])[CH3:3] |f:1.2|. Procedure details: 1.8 g (4.34 mmol) of (1.2) were added to a suspension of 176 mg of a 55% strength sodium hydride suspension in oil (4.07 mmol of sodium hydride) in 10 ml of abs. DMF and the mixture was stirred until the evolution of hydrogen was complete (about 30 min). 620 mg (3.7 mmol) of bromoacetaldehyde dimethyl acetal were then added and the mixture was heated at 50° C. for 8 h and at 70° C. for 2 h. After fresh addition of 18 mg of the sodium hydride suspension in oil (0.41 mmol of sodium hydride), the m... Starting materials: C(#N)C1=CC=C(CNS(=O)(=O)C=C)C=C1 (ethenesulfonic acid 4-cyano-benzylamide), ClCCS(=O)(=O)Cl (Chloroethane sulfonyl chloride), CS(=O)(=O)O.NCC1=CC=C(C#N)C=C1 (4-aminomethyl benzonitrile methan sulphonic acid salt), N1=CC=CC=C1 (pyridine). Run in ClCCl (dichloromethane). Reaction conditions: time 2 day. Yields the product C(#N)C1=CC=C(CNS(=O)(=O)CCCl)C=C1 (2-Chloro-ethanesulfonic acid 4-cyano-benzylamide). Reaction SMILES: [Cl:1][CH2:2][CH2:3][S:4](Cl)(=[O:6])=[O:5].CS(O)(=O)=O.[NH2:13][CH2:14][C:15]1[CH:22]=[CH:21][C:18]([C:19]#[N:20])=[CH:17][CH:16]=1.N1C=CC=CC=1.C(C1C=CC(CNS(C=C)(=O)=O)=CC=1)#N>ClCCl>[C:14]([C:15]1[CH:22]=[CH:21][C:18]([CH2:19][NH:20][S:4]([CH2:3][CH2:2][Cl:1])(=[O:6])=[O:5])=[CH:17][CH:16]=1)#[N:13] |f:1.2|. Procedure: Chloroethane sulfonyl chloride (4.8 g, 0.029 mol) was added drop by drop to solution of 4-aminomethyl benzonitrile methan sulphonic acid salt acid (7 g, 0.029 mol) and pyridine (24 ml) in dry dichloromethane (25 ml) at −5° C. under nitrogen atmosphere. The reaction mixture was stirred at RT for 2 days and then partitioned between water and dichloromethane. The organic layer was washed with water and brine and dried over sodium sulfate. Solvent was evaporated under reduced pressure and the residu... The reactants are [Al+3], C1CCOC1, CCOC(C)=O, O=Cc1c(C(F)(F)F)nn(-c2ccccc2)c1Cl, [H-], [H-], [H-], [H-], [Li+], O. Yields the product OCc1c(C(F)(F)F)nn(-c2ccccc2)c1Cl. RXN SMILES: [Al+3:2].[CH2:32]1[O:33][CH2:34][CH2:35][CH2:36]1.[CH3:25][CH2:26][O:27][C:28](=[O:29])[CH3:30].[Cl:7][c:8]1[c:9]([CH:23]=[O:24])[c:10]([C:19]([F:20])([F:21])[F:22])[n:11][n:12]1-[c:13]1[cH:14][cH:15][cH:16][cH:17][cH:18]1.[H-:1].[H-:4].[H-:5].[H-:6].[Li+:3].[OH2:31]>>[Cl:7][c:8]1[c:9]([CH2:23][OH:24])[c:10]([C:19]([F:20])([F:21])[F:22])[n:11][n:12]1-[c:13]1[cH:14][cH:15][cH:16][cH:17][cH:18]1. The reactants are C(C)(C)(C)C1=CC=C(C=C1)N (4-tert-butyl-phenylamine), C1CC(=O)N(C1=O)Br (NBS). The solvent is CN(C)C=O (DMF), CN(C)C=O (DMF), O (water). Yields the product BrC1=C(C=CC(=C1)C(C)(C)C)N (2-Bromo-4-tert-butyl-phenylamine). As a reaction SMILES: [C:1]([C:5]1[CH:10]=[CH:9][C:8]([NH2:11])=[CH:7][CH:6]=1)([CH3:4])([CH3:3])[CH3:2].C1C(=O)N([Br:19])C(=O)C1>CN(C=O)C.O>[Br:19][C:9]1[CH:10]=[C:5]([C:1]([CH3:4])([CH3:2])[CH3:3])[CH:6]=[CH:7][C:8]=1[NH2:11]. Procedure details: To a solution of 4-tert-butyl-phenylamine (447 g, 3 mol) in DMF (500 mL) was added dropwise NBS (531 g, 3 mol) in DMF (500 mL) at room temperature. Upon completion, the reaction mixture was diluted with water and extracted with EtOAc. The organic layer was washed with water, brine, dried over Na2SO4 and concentrated. The crude product was directly used in the next step without further purification. Reaction conditions: time 16 hour. Solvent: O (water), C(C)O.O (ethanol water). Reaction SMILES: C([O:3][C:4]([C:6]1[C:7]([CH:11]2[CH2:13][CH2:12]2)=[N:8][O:9][CH:10]=1)=[O:5])C.[OH-].[K+].Cl>C(O)C.O.O>[CH:11]1([C:7]2[C:6]([C:4]([OH:5])=[O:3])=[CH:10][O:9][N:8]=2)[CH2:12][CH2:13]1 |f:1.2,4.5|. Yields the product C1(CC1)C1=NOC=C1C(=O)O (3-Cyclopropyl-isoxazole-4-carboxylic acid). Reported procedure: 5.6 g (31 mmol) of 3-Cyclopropyl-isoxazole-4-carboxylic acid ethyl ester were slowly added to a solution of 6.1 g (93 mmol, 85% purity) of potassium hydroxide in ethanol/water (1:3, 100 ml) at 0° C. The reaction mixture was stirred at room temperature for 16 h, diluted with water, acidified (pH=2) with 20% aqueous HCl and extracted with dichloromethane. The combined organic layers were dried over sodium sulfate, filtered and the solvent was removed to yield 4.7 g (94%, 95% purity) of the title c... Reactants: C(C)OC(=O)C=1C(=NOC1)C1CC1 (3-Cyclopropyl-isoxazole-4-carboxylic acid ethyl ester), [OH-].[K+] (potassium hydroxide), Cl (HCl). Reactants: CC(C)OC1C2CC(C(C1)C2)CCC=O (5-(1-METHYLETHOXY)BICYCLO[2.2.1]HEPTANE-2-PROPANAL), C12(CCC(CC1)C2)CCC=O (norbornane propanal), [BH4-].[Na+] (sodium borohydride), [BH4-].[Na+] (sodium borohydride). Run in C(C)(C)O (isopropanol), C(C)(C)O (isopropanol). Product: CC(C)OC1C2CC(C(C1)C2)CCCO (5-(1-METHYLETHOXY)BICYCLO[2.2.1]HEPTANE-2-PROPANOL). RXN SMILES: [CH3:1][CH:2]([O:4][CH:5]1[CH2:10][CH:9]2[CH2:11][CH:6]1[CH2:7][CH:8]2[CH2:12][CH2:13][CH:14]=[O:15])[CH3:3].[BH4-].[Na+].C12(CCC=O)CC(CC1)CC2>C(O)(C)C>[CH3:3][CH:2]([O:4][CH:5]1[CH2:10][CH:9]2[CH2:11][CH:6]1[CH2:7][CH:8]2[CH2:12][CH2:13][CH2:14][OH:15])[CH3:1] |f:1.2|. Procedure: Into a 250 cc reaction flash equipped with stirrer, thermometer, reflux condensor and heating mantle is placed 28.7 grams (0.13 moles) of the reaction product of Example III containing the compounds having the structures: ##STR86## 9.6 grams (0.26 moles) of sodium borohydride and 50 ml of anhydrous isopropanol. The isopropanol and sodium borohydride are first mixed together and placed in the flask. The resulting composition is heated to reflux and then over a period of one hour the isopropoxinen... The reactants are BrC=1C=C2C(=NNC2=CC1)C (5-bromo-3-methyl-1H-indazole), [Cl-].[NH4+] (ammonium chloride), [H-].[Na+] (sodium hydride), C(CC)I (propyl iodide). The solvent is CN(C=O)C (N,N-dimethylformamide), CN(C=O)C (N,N-dimethylformamide). Run at time 30 minute. Yields the product BrC1=CC2=C(N(N=C2C=C1)CCC)C (5-bromo-3-methyl-2-propyl-2H-indazole). As a reaction SMILES: [H-].[Na+].[Br:3][C:4]1[CH:5]=[C:6]2[C:10](=[CH:11][CH:12]=1)[NH:9][N:8]=[C:7]2[CH3:13].[CH2:14](I)[CH2:15][CH3:16].[Cl-].[NH4+]>CN(C)C=O>[Br:3][C:4]1[CH:12]=[CH:11][C:10]2[C:6](=[C:7]([CH3:13])[N:8]([CH2:14][CH2:15][CH3:16])[N:9]=2)[CH:5]=1 |f:0.1,4.5|. Procedure details: To a suspension of 60% sodium hydride (85 mg) in N,N-dimethylformamide (10 ml) was added a solution of 5-bromo-3-methyl-1H-indazole (500 mg) in N,N-dimethylformamide (1 ml) at 0° C., and the mixture was stirred at the same temperature for 30 min. To the obtained reaction mixture was added propyl iodide (0.35 ml), and the mixture was stirred at room temperature for 3 hr. To the reaction mixture was added saturated aqueous ammonium chloride solution, and the mixture was extracted with ethyl acetat... The reactants are ClC=1C2=C(C3=CN(N=C3C1)C)C(CC2)=CCNC(C)=O (N-[2-(5-chloro-2-methyl-6,7-dihydrocyclopenta[e]indazol-8(2H)-ylidene)ethyl]acetamide). Reagents/catalysts: [Pt] (platinum). Run in O1CCCC1 (tetrahydrofuran). Conditions: time 7 hour. Product: ClC=1C2=C(C3=CN(N=C3C1)C)C(CC2)CCNC(C)=O (N-[2-(5-chloro-2-methyl-2,6,7,8-tetrahydrocyclopenta[e]indazol-8-yl)ethyl]acetamide). The yield is 29.1%. As a reaction SMILES: [Cl:1][C:2]1[C:3]2[CH2:14][CH2:13][C:12](=[CH:15][CH2:16][NH:17][C:18](=[O:20])[CH3:19])[C:4]=2[C:5]2[C:9]([CH:10]=1)=[N:8][N:7]([CH3:11])[CH:6]=2>O1CCCC1.[Pt]>[Cl:1][C:2]1[C:3]2[CH2:14][CH2:13][CH:12]([CH2:15][CH2:16][NH:17][C:18](=[O:20])[CH3:19])[C:4]=2[C:5]2[C:9]([CH:10]=1)=[N:8][N:7]([CH3:11])[CH:6]=2. Reported procedure: To a solution of N-[2-(5-chloro-2-methyl-6,7-dihydrocyclopenta[e]indazol-8(2H)-ylidene)ethyl]acetamide (79.5 mg, 0.274 mmol) in tetrahydrofuran (5 mL) was added 5% platinum-activated carbon (32 mg), and the mixture was stirred under a hydrogen atmosphere at room temperature for 7 hr. The catalyst was filtered off, and the filtrate was concentrated under reduced pressure. The residue was purified by silica gel column chromatography (methanol/ethyl acetate=0/100→25/75), liquid chromatography (wate...